From a dataset of the Open Reaction Database (ORD), a public repository of structured organic reaction records. describe an organic reaction: reactants, conditions, products, and yield Reactants: C1(CCCCCCCCCCCCCC1)NCC=1C=NC=CC1 (N-Cyclopentadecyl-N-(3-pyridylmethyl)amine), C(CCC(=O)O)(=O)O (succinic acid), C(CCC(=O)O)(=O)O (Succinic acid). The solvent is CO (methanol), CO (methanol). Reaction conditions: time 45 minute. Yields the product C(CCC(=O)O)(=O)O.C1(CCCCCCCCCCCCCC1)NCC=1C=NC=CC1 (N-Cyclopentadecyl-N-(3-pyridylmethyl)amine, succinate salt). RXN SMILES: [C:1]([OH:8])(=[O:7])[CH2:2][CH2:3][C:4]([OH:6])=[O:5].[CH:9]1([NH:24][CH2:25][C:26]2[CH:27]=[N:28][CH:29]=[CH:30][CH:31]=2)[CH2:23][CH2:22][CH2:21][CH2:20][CH2:19][CH2:18][CH2:17][CH2:16][CH2:15][CH2:14][CH2:13][CH2:12][CH2:11][CH2:10]1>CO>[C:1]([OH:8])(=[O:7])[CH2:2][CH2:3][C:4]([OH:6])=[O:5].[CH:9]1([NH:24][CH2:25][C:26]2[CH:27]=[N:28][CH:29]=[CH:30][CH:31]=2)[CH2:23][CH2:22][CH2:21][CH2:20][CH2:19][CH2:18][CH2:17][CH2:16][CH2:15][CH2:14][CH2:13][CH2:12][CH2:11][CH2:10]1 |f:3.4|. Procedure: Succinic acid (885 mg) is dissolved in methanol (10 ml). A solution of the title compound from Example 65 (950 mg) in methanol (5 ml) is added to the succinic acid solution in one portion. The solution is stirred at 20°-25° for 45 minutes and then the methanol is partially removed by evaporation at a reduced pressure. Next, ether is added to the partially evaporated solution and a white precipitate forms. The solid is collected by filtration. The solid is recrystallized from acetonitrile twice t... Reactants: BrC=1C(=NC(=C(C1CO)Br)C(F)(F)F)OC ([3,5-Dibromo-2-methoxy-6-(trifluoromethyl)pyridin-4-yl]methanol), [H-].[Na+] (sodium hydride), [Si](C)(C)(C(C)(C)C)Cl (tert-butyl(dimethyl)silyl chloride). The solvent is O1CCCC1 (tetrahydrofuran). Reaction conditions: time 30 minute. Product: [Si](C)(C)(C(C)(C)C)OCC1=C(C(=NC(=C1Br)C(F)(F)F)OC)Br (4-[[[tert-Butyl(dimethyl)silyl]oxy]methyl]-3,5-dibromo-2-methoxy-6-(trifluoromethyl)pyridine). RXN SMILES: [Br:1][C:2]1[C:3]([O:15][CH3:16])=[N:4][C:5]([C:11]([F:14])([F:13])[F:12])=[C:6]([Br:10])[C:7]=1[CH2:8][OH:9].[H-].[Na+].[Si:19](Cl)([C:22]([CH3:25])([CH3:24])[CH3:23])([CH3:21])[CH3:20]>O1CCCC1>[Si:19]([O:9][CH2:8][C:7]1[C:6]([Br:10])=[C:5]([C:11]([F:14])([F:13])[F:12])[N:4]=[C:3]([O:15][CH3:16])[C:2]=1[Br:1])([C:22]([CH3:25])([CH3:24])[CH3:23])([CH3:21])[CH3:20] |f:1.2|. Procedure: To a solution of the compound from Step D above (880 mg, 2.41 mmol) in tetrahydrofuran (3 mL) was added sodium hydride (60 weight % dispersion in oil; 107 mg, 2.65 mmol). After 30 min at room temperature, a solution of tert-butyl(dimethyl)silyl chloride (434 mg, 2.89 mmol) was added and the reaction was then stirred for an additional 1 h. The solvent was evaporated and residue was purified by flash chromatography (silica gel; 20% ethyl acetate/hexanes as eluant) to yield the title compound. 1H N...